Task: describe an organic reaction: reactants, conditions, products, and yield. Dataset: the Open Reaction Database (ORD), a public repository of structured organic reaction records The reactants are CO, CC(C)O, CCSc1c(C#N)nn(-c2c(Cl)cc(C(F)(F)F)cc2Cl)c1N, OO, O=S(=O)(O)O. Yields the product CCS(=O)c1c(C#N)nn(-c2c(Cl)cc(C(F)(F)F)cc2Cl)c1N. RXN SMILES: [CH3:31][OH:32].[CH:33]([OH:34])([CH3:35])[CH3:36].[NH2:1][c:2]1[c:3]([S:21][CH2:22][CH3:23])[c:4]([C:19]#[N:20])[n:5][n:6]1-[c:7]1[c:8]([Cl:18])[cH:9][c:10]([C:14]([F:15])([F:16])[F:17])[cH:11][c:12]1[Cl:13].[OH:29][OH:30].[S:24]([OH:25])(=[O:26])(=[O:27])[OH:28]>>[NH2:1][c:2]1[c:3]([S:21]([CH2:22][CH3:23])=[O:25])[c:4]([C:19]#[N:20])[n:5][n:6]1-[c:7]1[c:8]([Cl:18])[cH:9][c:10]([C:14]([F:15])([F:16])[F:17])[cH:11][c:12]1[Cl:13]. Solvent: O1CCCC1 (tetrahydrofuran), O1CCCC1 (tetrahydrofuran), C(C)O (Ethyl alcohol). Procedure: Under an atmosphere of dry nitrogen a magnetically stirred suspension of anhydrous tetrahydrofuran (Aldrich, 300 mL) and magnesium turnings (Aldrich, 1.2 g, 49 mmol) was treated dropwise at room temperature with 1-bromo-2-ethylbenzene (Aldrich, 6.1 mL, 44 mmol). After minutes the reaction mixture began to reflux mildly. After the addition was complete the reaction mixture was heated to reflux overnight (18 h). A separate flask was flushed with dry nitrogen and then charged with anhydrous tetrahy... Starting materials: CC(CC[Si](OC)(OC)OC)(C)C (3,3-dimethylbutyl-trimethoxysilane), [Mg] (magnesium), BrC1=C(C=CC=C1)CC (1-bromo-2-ethylbenzene), [SiH4] (silane), stainless steel. Run at time 18 hour. As a reaction SMILES: [Mg].Br[C:3]1[CH:8]=[CH:7][CH:6]=[CH:5][C:4]=1[CH2:9][CH3:10].[CH3:11][C:12]([CH3:23])([CH3:22])[CH2:13][CH2:14][Si:15](OC)([O:18][CH3:19])[O:16][CH3:17].[SiH4]>C(O)C.O1CCCC1>[CH2:9]([C:4]1[CH:5]=[CH:6][CH:7]=[CH:8][C:3]=1[Si:15]([CH2:14][CH2:13][C:12]([CH3:23])([CH3:22])[CH3:11])([O:18][CH3:19])[O:16][CH3:17])[CH3:10]. The product is C(C)C1=C(C=CC=C1)[Si](OC)(OC)CCC(C)(C)C ((2-ethyl-phenyl)-3,3-dimethylbutyl-dimethoxysilane). Isolated yield 30.0%. Starting materials: O (water), OC1=C(C=C(C(=O)OCC)C=C1)CC(C)C (Ethyl 4-hydroxy-3-isobutylbenzoate), C([O-])([O-])=O.[K+].[K+] (potassium carbonate), FC1=CC=C(CBr)C=C1 (4-fluorobenzyl bromide). Solvent: CC(=O)C (acetone). Run at time 4 hour. The product is FC1=CC=C(COC2=C(C=C(C(=O)O)C=C2)CC(C)C)C=C1 (4-(4-fluorobenzyloxy)-3-isobutylbenzoic acid). The yield is 88.5%. Reaction SMILES: [OH:1][C:2]1[CH:12]=[CH:11][C:5]([C:6]([O:8]CC)=[O:7])=[CH:4][C:3]=1[CH2:13][CH:14]([CH3:16])[CH3:15].C(=O)([O-])[O-].[K+].[K+].[F:23][C:24]1[CH:31]=[CH:30][C:27]([CH2:28]Br)=[CH:26][CH:25]=1.O>CC(C)=O>[F:23][C:24]1[CH:31]=[CH:30][C:27]([CH2:28][O:1][C:2]2[CH:12]=[CH:11][C:5]([C:6]([OH:8])=[O:7])=[CH:4][C:3]=2[CH2:13][CH:14]([CH3:15])[CH3:16])=[CH:26][CH:25]=1 |f:1.2.3|. Reported procedure: Ethyl 4-hydroxy-3-isobutylbenzoate (25.6 g), potassium carbonate (31.8 g), and 4-fluorobenzyl bromide (26.1 g) were refluxed in acetone (150 ml) with stirring for 4 hours. The reaction mixture, with water added thereto, was extracted with ethyl acetate. The extract was concentrated under a vacuum. The resulting residue, with water (50 ml), potassium hydroxide (12.9 g), and ethanol (100 mnl) added thereto, was refluxed with stirring for 2 hours. The reaction mixture, with water added thereto, was... Starting materials: CC(C)(C)OC(=O)NCCCBr, CC(C)=O, N#CC1(c2ccc(F)cc2F)CCNCC1, [I-], [Na+]. Yields the product CC(C)(C)OC(=O)NCCCN1CCC(C#N)(c2ccc(F)cc2F)CC1. As a reaction SMILES: [C:17]([CH3:18])([CH3:19])([CH3:20])[O:21][C:22](=[O:23])[NH:24][CH2:25][CH2:26][CH2:27][Br:28].[CH3:31][C:32](=[O:33])[CH3:34].[F:1][c:2]1[c:3]([C:9]2([C:15]#[N:16])[CH2:10][CH2:11][NH:12][CH2:13][CH2:14]2)[cH:4][cH:5][c:6]([F:8])[cH:7]1.[I-:30].[Na+:29]>>[F:1][c:2]1[c:3]([C:9]2([C:15]#[N:16])[CH2:10][CH2:11][N:12]([CH2:27][CH2:26][CH2:25][NH:24][C:22]([O:21][C:17]([CH3:18])([CH3:19])[CH3:20])=[O:23])[CH2:13][CH2:14]2)[cH:4][cH:5][c:6]([F:8])[cH:7]1. Reactants: O (Water), COC(=O)C=1C=CC2=C(NC(C(O2)C)=O)C1 (6-methoxycarbonyl-2-methyl-3-oxo-3,4-dihydro-2H-1,4-benzoxazine), [H-].[Na+] (sodium hydride), C(C)I (ethyl iodide). Run in C(C)(=O)OCC (ethyl acetate), CN(C=O)C (dimethylformamide). The product is C(C)N1C(C(OC2=C1C=C(C=C2)C(=O)OC)C)=O (4-ethyl-6-methoxycarbonyl-2-methyl-3-oxo-3,4-dihydro-2H-1,4-benzoxazine). Isolated yield 80.7%. As a reaction SMILES: [CH3:1][O:2][C:3]([C:5]1[CH:6]=[CH:7][C:8]2[O:13][CH:12]([CH3:14])[C:11](=[O:15])[NH:10][C:9]=2[CH:16]=1)=[O:4].[H-].[Na+].[CH2:19](I)[CH3:20].O>CN(C)C=O.C(OCC)(=O)C>[CH2:19]([N:10]1[C:9]2[CH:16]=[C:5]([C:3]([O:2][CH3:1])=[O:4])[CH:6]=[CH:7][C:8]=2[O:13][CH:12]([CH3:14])[C:11]1=[O:15])[CH3:20] |f:1.2|. Procedure: To a solution of 6-methoxycarbonyl-2-methyl-3-oxo-3,4-dihydro-2H-1,4-benzoxazine (2.2 g) in dimethylformamide (20 ml) were added 60% sodium hydride (in oil) (0.5 g) and ethyl iodide (1.8 g) and the mixture was stirred at room temperature for a day. Water was added to the reaction solution and extraction with ethyl acetate was conducted. The solvent was distilled off under reduced pressure and the resulting residue was subjected to purification by column chromatography using ethyl acetate/hexane ... Starting materials: O1C(OCC1)C=1C=C(C=CC1)N(C1=CC=2C(C3=CC(=CC=C3C2C=C1)N(C1=CC=CC2=CC=CC=C12)C1=CC(=CC=C1)C1OCCO1)(C)C)C1=CC=CC2=CC=CC=C12 (N2,N7-bis(3-(1,3-dioxolan-2-yl)phenyl)-9,9-dimethyl-N2,N7-di(naphthalen-1-yl)-9H-fluorene-2,7-diamine), Cl (hydrochloric acid). Solvent: CC(=O)C (acetone). Yields the product CC1(C2=CC(=CC=C2C=2C=CC(=CC12)N(C1=CC=CC2=CC=CC=C12)C=1C=C(C=O)C=CC1)N(C1=CC=CC2=CC=CC=C12)C=1C=C(C=O)C=CC1)C (3,3′-((9,9-dimethyl-9H-fluorene-2,7-diyl)bis(naphthalen-1-ylazanediyl))dibenzaldehyde). Isolated yield 97.3%. RXN SMILES: [O:1]1CCO[CH:2]1[C:6]1[CH:7]=[C:8]([N:12]([C:50]2[C:59]3[C:54](=[CH:55][CH:56]=[CH:57][CH:58]=3)[CH:53]=[CH:52][CH:51]=2)[C:13]2[CH:25]=[CH:24][C:23]3[C:22]4[C:17](=[CH:18][C:19]([N:26]([C:37]5[CH:42]=[CH:41][CH:40]=[C:39]([CH:43]6OCC[O:44]6)[CH:38]=5)[C:27]5[C:36]6[C:31](=[CH:32][CH:33]=[CH:34][CH:35]=6)[CH:30]=[CH:29][CH:28]=5)=[CH:20][CH:21]=4)[C:16]([CH3:49])([CH3:48])[C:15]=3[CH:14]=2)[CH:9]=[CH:10][CH:11]=1.Cl>CC(C)=O>[CH3:48][C:16]1([CH3:49])[C:17]2[CH:18]=[C:19]([N:26]([C:37]3[CH:38]=[C:39]([CH:40]=[CH:41][CH:42]=3)[CH:43]=[O:44])[C:27]3[C:36]4[C:31](=[CH:32][CH:33]=[CH:34][CH:35]=4)[CH:30]=[CH:29][CH:28]=3)[CH:20]=[CH:21][C:22]=2[C:23]2[C:15]1=[CH:14][C:13]([N:12]([C:8]1[CH:7]=[C:6]([CH:11]=[CH:10][CH:9]=1)[CH:2]=[O:1])[C:50]1[C:59]3[C:54](=[CH:55][CH:56]=[CH:57][CH:58]=3)[CH:53]=[CH:52][CH:51]=1)=[CH:25][CH:24]=2. Procedure: To a three-neck round-bottom flask, were added 8.0 g N2,N7-bis(3-(1,3-dioxolan-2-yl)phenyl)-9,9-dimethyl-N2,N7-di(naphthalen-1-yl)-9H-fluorene-2,7-diamine and in 100 mL acetone. 41.1 mL 2 M hydrochloric acid solution was added slowly to the reaction mixture through an addition funnel. After TLC showed the reaction was done, the solvent was removed by evaporation. 200 mL Ethyl acetate was added, and the reaction mixture was extracted using DI water (4×200 mL). The organic layer was dried over sod... Starting materials: Br, Cc1ccc(Cl)cc1N, O=N[O-], [Na+], O. Yields the product Cc1ccc(Cl)cc1Br. As a reaction SMILES: [BrH:14].[Cl:1][c:2]1[cH:3][cH:4][c:5]([CH3:9])[c:6]([NH2:8])[cH:7]1.[N:10]([O-:11])=[O:12].[Na+:13].[OH2:15]>>[Cl:1][c:2]1[cH:3][cH:4][c:5]([CH3:9])[c:6]([Br:14])[cH:7]1. Reactants: C(C)OC=1C(C(C1NC1=C(C=CC=C1C#N)O)=O)=O (3-ethoxy-4-(2-hydroxy-6-cyanophenyl)amino-3-cyclobutene-1,2-dione), CC([C@@H](C)N)(C)C ((R)-2,2,1-trimethylpropylamine), C(C)(=O)OCC (ethyl acetate). The solvent is CCCCCC (hexane). Run at time 2 day. Product: CC([C@@H](C)NC=1C(C(C1NC1=C(C=CC=C1C#N)O)=O)=O)(C)C (3-[(R)-2,2,1-trimethylpropylamino]-4-(2-hydroxy-6-cyanophenyl)amino-3-cyclobutene-1,2-dione). Reaction SMILES: C(O[C:4]1[C:5](=[O:19])[C:6](=[O:18])[C:7]=1[NH:8][C:9]1[C:14]([C:15]#[N:16])=[CH:13][CH:12]=[CH:11][C:10]=1[OH:17])C.[CH3:20][C:21]([CH3:26])([CH3:25])[C@H:22]([NH2:24])[CH3:23].C(OCC)(=O)C>CCCCCC>[CH3:20][C:21]([CH3:26])([CH3:25])[C@H:22]([NH:24][C:4]1[C:5](=[O:19])[C:6](=[O:18])[C:7]=1[NH:8][C:9]1[C:14]([C:15]#[N:16])=[CH:13][CH:12]=[CH:11][C:10]=1[OH:17])[CH3:23]. Procedure: A mixture of 3-ethoxy-4-(2-hydroxy-6-cyanophenyl)amino-3-cyclobutene-1,2-dione (0.250 g, 0.00097 mol) and (R)-2,2,1-trimethylpropylamine (0.2M in ethanol, 9.7 ml, 0.0019 mol) was stirred at room temperature for two days. TLC (2:1 ethyl acetate:hexane) indicates a loss of starting material. The reaction is evaporated on a rotary evaporator. The residue is taken up in ethyl acetate and extracted well with 0.25N HCl. The organic layer is washed once with distilled water, dried (Na2SO4), and evapora... Reactants: O=C([O-])[O-], CN(C)C=O, [Cs+], [Cs+], Nc1ncnc2[nH]nc(I)c12, CC(C)(C)OC(=O)N1CCC2(CC1)CO2. The product is CC(C)(C)OC(=O)N1CCC(O)(Cn2nc(I)c3c(N)ncnc32)CC1. As a reaction SMILES: [C:27](=[O:28])([O-:29])[O-:30].[CH3:33][N:34]([CH3:35])[CH:36]=[O:37].[Cs+:31].[Cs+:32].[I:1][c:2]1[n:3][nH:4][c:5]2[n:6][cH:7][n:8][c:9]([NH2:11])[c:10]12.[O:12]1[CH2:13][C:14]12[CH2:15][CH2:16][N:17]([C:20](=[O:21])[O:22][C:23]([CH3:24])([CH3:25])[CH3:26])[CH2:18][CH2:19]2>>[I:1][c:2]1[n:3][n:4]([CH2:13][C:14]2([OH:12])[CH2:15][CH2:16][N:17]([C:20](=[O:21])[O:22][C:23]([CH3:24])([CH3:25])[CH3:26])[CH2:18][CH2:19]2)[c:5]2[n:6][cH:7][n:8][c:9]([NH2:11])[c:10]12. The reactants are CCOC(=O)COc1c(C(=O)OC)sc(-c2ccc(NC3CC(C)(C)CC(C)(C)C3)cc2)c1Br, CO. The product is CCOC(=O)COc1cc(-c2ccc(NC3CC(C)(C)CC(C)(C)C3)cc2)sc1C(=O)OC. RXN SMILES: [CH3:1][O:2][C:3](=[O:4])[c:5]1[s:6][c:7](-[c:18]2[cH:19][cH:20][c:21]([NH:24][CH:25]3[CH2:26][C:27]([CH3:33])([CH3:34])[CH2:28][C:29]([CH3:31])([CH3:32])[CH2:30]3)[cH:22][cH:23]2)[c:8]([Br:17])[c:9]1[O:10][CH2:11][C:12](=[O:13])[O:14][CH2:15][CH3:16].[CH3:35][OH:36]>>[CH3:1][O:2][C:3](=[O:4])[c:5]1[s:6][c:7](-[c:18]2[cH:19][cH:20][c:21]([NH:24][CH:25]3[CH2:26][C:27]([CH3:33])([CH3:34])[CH2:28][C:29]([CH3:31])([CH3:32])[CH2:30]3)[cH:22][cH:23]2)[cH:8][c:9]1[O:10][CH2:11][C:12](=[O:13])[O:14][CH2:15][CH3:16].